This data is from the Open Reaction Database (ORD), a public repository of structured organic reaction records. The task is: describe an organic reaction: reactants, conditions, products, and yield Starting materials: [N+](=O)([O-])C1=C(N)C=CC(=C1)B1OC(C(O1)(C)C)(C)C (2-nitro-4-(4,4,5,5-tetramethyl-1,3,2-dioxaborolan-2-yl)aniline), ClC1=NC2=CC=C(C=C2N=C1N1[C@H](CCC1)C)C(=O)OC ((S)-methyl 2-chloro-3-(2-methylpyrrolidin-1-yl)quinoxaline-6-carboxylate), C([O-])([O-])=O.[Na+].[Na+] (sodium carbonate). Reagents/catalysts: C1=CC=C(C=C1)P([C-]2C=CC=C2)C3=CC=CC=C3.C1=CC=C(C=C1)P([C-]2C=CC=C2)C3=CC=CC=C3.Cl[Pd]Cl.[Fe+2] (Pd(dppf)2Cl2). The solvent is COCCOC (ethylene glycol dimethyl ether). Conditions: temperature 90 celsius, time 40 minute. Yields the product NC1=C(C=C(C=C1)C1=NC2=CC=C(C=C2N=C1N1[C@H](CCC1)C)C(=O)OC)[N+](=O)[O-] ((S)-methyl 2-(4-amino-3-nitrophenyl)-3-(2-methylpyrrolidin-1-yl)quinoxaline-6-carboxylate). Yield: 75.1%. Reaction SMILES: [N+:1]([C:4]1[CH:10]=[C:9](B2OC(C)(C)C(C)(C)O2)[CH:8]=[CH:7][C:5]=1[NH2:6])([O-:3])=[O:2].Cl[C:21]1[C:30]([N:31]2[CH2:35][CH2:34][CH2:33][C@@H:32]2[CH3:36])=[N:29][C:28]2[C:23](=[CH:24][CH:25]=[C:26]([C:37]([O:39][CH3:40])=[O:38])[CH:27]=2)[N:22]=1.C(=O)([O-])[O-].[Na+].[Na+]>COCCOC.C1C=CC(P(C2C=CC=CC=2)[C-]2C=CC=C2)=CC=1.C1C=CC(P(C2C=CC=CC=2)[C-]2C=CC=C2)=CC=1.Cl[Pd]Cl.[Fe+2]>[NH2:6][C:5]1[CH:7]=[CH:8][C:9]([C:21]2[C:30]([N:31]3[CH2:35][CH2:34][CH2:33][C@@H:32]3[CH3:36])=[N:29][C:28]3[C:23](=[CH:24][CH:25]=[C:26]([C:37]([O:39][CH3:40])=[O:38])[CH:27]=3)[N:22]=2)=[CH:10][C:4]=1[N+:1]([O-:3])=[O:2] |f:2.3.4,6.7.8.9|. Procedure details: To a solution of 2-nitro-4-(4,4,5,5-tetramethyl-1,3,2-dioxaborolan-2-yl)aniline (1.30 g, 4.92 mmol) in ethylene glycol dimethyl ether (100 mL) was added (S)-methyl 2-chloro-3-(2-methylpyrrolidin-1-yl)quinoxaline-6-carboxylate (1.0 g, 3.27 mmol), sodium carbonate (1.05 g, 9.91 mmol), and Pd(dppf)2Cl2 (0.12 g, 0.17 mmol). The resulting solution was stirred for 40 min at 90° C. under an N2 atmosphere, and then concentrated under vacuum to give a residue, which was purified via silica gel chromatogr... Reactants: FC1=CC2=C(OC(=C2C)C(C)=O)C=C1 (5-fluoro-3-methyl-2-acetylbenzo [b] furan), BrBr (bromine), BrBr (bromine). Run in C(C)(=O)O (acetic acid). Reaction conditions: time 30 minute. Product: FC1=CC2=C(OC(=C2C)C(CBr)=O)C=C1 (5-fluoro-3-methyl-2-(α-bromoacetyl) benzo [b] furan). Isolated yield 70.2%. As a reaction SMILES: [F:1][C:2]1[CH:14]=[CH:13][C:5]2[O:6][C:7]([C:10](=[O:12])[CH3:11])=[C:8]([CH3:9])[C:4]=2[CH:3]=1.[Br:15]Br>C(O)(=O)C>[F:1][C:2]1[CH:14]=[CH:13][C:5]2[O:6][C:7]([C:10](=[O:12])[CH2:11][Br:15])=[C:8]([CH3:9])[C:4]=2[CH:3]=1. Procedure details: In this Reference Example, 38.4 g of 5-fluoro-3-methyl-2-acetylbenzo [b] furan is dissolved in 200 ml of acetic acid and 32.0 g of bromine is addeddropwise thereto at room temperature. The mixture solution is then stirred for 30 minutes at room temperature, whereby the color of bromine disappears and crystals are deposited from the solution. Then, the solution is filtered to obtain 38.0 g of 5-fluoro-3-methyl-2-(α-bromoacetyl) benzo [b] furan as crystals. (Yield: 70%). Melting point of the desir... The reactants are COC(=O)c1ccc(F)nc1F, CN(C)C=O, NCc1ccc(C(F)(F)F)nc1, O. The product is COC(=O)c1ccc(NCc2ccc(C(F)(F)F)nc2)nc1F. RXN SMILES: [CH3:1][O:2][C:3]([c:4]1[c:5]([F:11])[n:6][c:7]([F:10])[cH:8][cH:9]1)=[O:12].[CH3:26][N:27]([CH3:28])[CH:29]=[O:30].[F:13][C:14]([c:15]1[cH:16][cH:17][c:18]([CH2:21][NH2:22])[cH:19][n:20]1)([F:23])[F:24].[OH2:25]>>[CH3:1][O:2][C:3]([c:4]1[c:5]([F:11])[n:6][c:7]([NH:22][CH2:21][c:18]2[cH:17][cH:16][c:15]([C:14]([F:13])([F:23])[F:24])[n:20][cH:19]2)[cH:8][cH:9]1)=[O:12]. The reactants are Cc1ccccc1, CCOC(=O)C1CCC(=O)CC1, O, O, OCCO, Cc1ccc(S(=O)(=O)O)cc1. Yields the product CCOC(=O)C1CCC2(CC1)OCCO2. Reaction SMILES: [CH3:29][c:30]1[cH:31][cH:32][cH:33][cH:34][cH:35]1.[O:1]=[C:2]1[CH2:3][CH2:4][CH:5]([C:8](=[O:9])[O:10][CH2:11][CH3:12])[CH2:6][CH2:7]1.[OH2:17].[OH2:36].[OH:13][CH2:14][CH2:15][OH:16].[c:18]1([CH3:19])[cH:20][cH:21][c:22]([S:23]([OH:24])(=[O:25])=[O:26])[cH:27][cH:28]1>>[O:1]1[C:2]2([CH2:3][CH2:4][CH:5]([C:8](=[O:9])[O:10][CH2:11][CH3:12])[CH2:6][CH2:7]2)[O:13][CH2:14][CH2:15]1. Starting materials: O (Water), OCC=1C=C(C#N)C=CN1 (2-(hydroxymethyl)isonicotinonitrile), C(C)N(C(C)C)C(C)C (N-ethyldiisopropylamine), COCCl (chloromethyl methyl ether). The solvent is CN(C)C=O (DMF). Conditions: time 20 minute. The product is COCOCC=1C=C(C#N)C=CN1 (2-((methoxymethoxy)methyl)isonicotinonitrile). Reaction SMILES: [OH:1][CH2:2][C:3]1[CH:4]=[C:5]([CH:8]=[CH:9][N:10]=1)[C:6]#[N:7].C(N(C(C)C)C(C)C)C.[CH3:20][O:21][CH2:22]Cl.O>CN(C=O)C>[CH3:20][O:21][CH2:22][O:1][CH2:2][C:3]1[CH:4]=[C:5]([CH:8]=[CH:9][N:10]=1)[C:6]#[N:7]. Procedure details: Under a nitrogen atmosphere, to a solution of 2-(hydroxymethyl)isonicotinonitrile (5.08 g) and N-ethyldiisopropylamine (26.5 mL) in DMF (76 mL) was added chloromethyl methyl ether (8.63 mL) at room temperature, and the mixture was stirred at room temperature for 20 min. Water was added to the reaction mixture, and the mixture was extracted with ethyl acetate. The extract was washed with water and saturated brine, and dried over anhydrous magnesium sulfate. The solvent was evaporated under reduce... Reactants: C(C1=CC=CC=C1)OC(=O)N1N(CC(C1)OC)C(CC1=CC=C(C=C1)F)=O (2-[2-(4-Fluorophenyl)acetyl]-4-methoxy-pyrazolidine-1-carboxylic acid benzyl ester). The solvent is CO (methyl alcohol). Run at time 3 hour. Yields the product FC1=CC=C(C=C1)CC(=O)N1NCC(C1)OC (2-(4-fluorophenyl)-1-(4-methoxy-pyrazolidin-1-yl)-ethanone). As a reaction SMILES: C(OC([N:11]1[CH2:15][CH:14]([O:16][CH3:17])[CH2:13][N:12]1[C:18](=[O:27])[CH2:19][C:20]1[CH:25]=[CH:24][C:23]([F:26])=[CH:22][CH:21]=1)=O)C1C=CC=CC=1>CO>[F:26][C:23]1[CH:24]=[CH:25][C:20]([CH2:19][C:18]([N:12]2[CH2:13][CH:14]([O:16][CH3:17])[CH2:15][NH:11]2)=[O:27])=[CH:21][CH:22]=1. Procedure: 2-[2-(4-Fluorophenyl)acetyl]-4-methoxy-pyrazolidine-1-carboxylic acid benzyl ester, 46, (12.0 g, 32.2 mmol) is dissolved in methyl alcohol (300 mL). The flask is flushed with nitrogen and charged with 10% palladium on carbon (1.2 g). The reaction mixture is stirred vigorously at room temperature under 1 atmosphere of hydrogen gas for 3 hours. The flask is flushed with nitrogen and the reaction mixture filtered through a pad of Celite, rinsing with ethyl acetate (100 mL). The filtrate is concentr... Reaction SMILES: [C:1]([CH3:2])([CH3:3])([CH3:4])[O:5][C:6]([CH:7]([CH3:8])[O:9][CH:10]1[CH2:11][CH2:12][CH:13]([N:16]([S:17](=[O:18])(=[O:19])[c:20]2[cH:21][cH:22][c:23]([C:26]([F:27])([F:28])[F:29])[cH:24][cH:25]2)[CH3:30])[CH2:14][CH2:15]1)=[O:31].[Cl:39][CH2:40][Cl:41].[OH:32][C:33]([C:34]([F:35])([F:36])[F:37])=[O:38]>>[O:5]=[C:6]([CH:7]([CH3:8])[O:9][CH:10]1[CH2:11][CH2:12][CH:13]([N:16]([S:17](=[O:18])(=[O:19])[c:20]2[cH:21][cH:22][c:23]([C:26]([F:27])([F:28])[F:29])[cH:24][cH:25]2)[CH3:30])[CH2:14][CH2:15]1)[OH:31]. The reactants are CC(OC1CCC(N(C)S(=O)(=O)c2ccc(C(F)(F)F)cc2)CC1)C(=O)OC(C)(C)C, ClCCl, O=C(O)C(F)(F)F. The product is CC(OC1CCC(N(C)S(=O)(=O)c2ccc(C(F)(F)F)cc2)CC1)C(=O)O.